The task is: describe an organic reaction: reactants, conditions, products, and yield. This data is from the Open Reaction Database (ORD), a public repository of structured organic reaction records. Starting materials: O=C[O-], CC(=O)c1ccc2cnc(Cl)cc2c1, [Na+], C1CCOC1, O. Yields the product CC(O)c1ccc2cnc(Cl)cc2c1. Reaction SMILES: [CH:15]([O-:16])=[O:17].[Cl:1][c:2]1[n:3][cH:4][c:5]2[cH:6][cH:7][c:8]([C:12]([CH3:13])=[O:14])[cH:9][c:10]2[cH:11]1.[Na+:18].[O:19]1[CH2:20][CH2:21][CH2:22][CH2:23]1.[OH2:24]>>[Cl:1][c:2]1[n:3][cH:4][c:5]2[cH:6][cH:7][c:8]([CH:12]([CH3:13])[OH:14])[cH:9][c:10]2[cH:11]1. Reactants: [Al+3], C1CCOC1, [H-], [H-], [H-], [H-], [Li+], O=C1CC(C2OCCO2)C(CO)O1. Product: OCCC(C(O)CO)C1OCCO1. RXN SMILES: [Al+3:2].[CH2:20]1[O:21][CH2:22][CH2:23][CH2:24]1.[H-:1].[H-:4].[H-:5].[H-:6].[Li+:3].[O:7]1[CH:8]([CH:12]2[CH2:13][C:14](=[O:19])[O:15][CH:16]2[CH2:17][OH:18])[O:9][CH2:10][CH2:11]1>>[O:7]1[CH:8]([CH:12]([CH2:13][CH2:14][OH:19])[CH:16]([OH:15])[CH2:17][OH:18])[O:9][CH2:10][CH2:11]1. Reactants: CC(C)O, ClCCl, Cl, CC(C)(C)OC(=O)N1CC2OCOC2C1. Yields the product Cl, C1OC2CNCC2O1. As a reaction SMILES: [CH:20]([OH:21])([CH3:22])[CH3:23].[Cl:17][CH2:18][Cl:19].[ClH:16].[O:1]1[CH2:2][O:3][CH:4]2[CH:5]1[CH2:6][N:7]([C:9]([O:10][C:11]([CH3:12])([CH3:13])[CH3:14])=[O:15])[CH2:8]2>>[ClH:16].[O:1]1[CH2:2][O:3][CH:4]2[CH:5]1[CH2:6][NH:7][CH2:8]2. Reactants: 36, NC1=C(C=CC(=C1)Cl)NC1CC(N(CC1)C(=O)OC)C (methyl 4-(2-amino-4-chlorophenylamino)-2-methyl-1-piperidinecarboxylate), NC(=O)N (urea). Solvent: CC1=CC=CC=C1 (methylbenzene). Reaction conditions: temperature 160 celsius. The product is ClC1=CC2=C(N(C(N2)=O)C2CC(N(CC2)C(=O)OC)C)C=C1 (methyl 4-(5-chloro-1,3-dihydro-2-oxo-2H-benzimidazol-1-yl)-2-methyl-1-piperidinecarboxylate). Reaction SMILES: [NH2:1][C:2]1[CH:7]=[C:6]([Cl:8])[CH:5]=[CH:4][C:3]=1[NH:9][CH:10]1[CH2:15][CH2:14][N:13]([C:16]([O:18][CH3:19])=[O:17])[CH:12]([CH3:20])[CH2:11]1.N[C:22](N)=[O:23]>CC1C=CC=CC=1>[Cl:8][C:6]1[CH:5]=[CH:4][C:3]2[N:9]([CH:10]3[CH2:15][CH2:14][N:13]([C:16]([O:18][CH3:19])=[O:17])[CH:12]([CH3:20])[CH2:11]3)[C:22](=[O:23])[NH:1][C:2]=2[CH:7]=1. Procedure: A mixture of 36 parts of methyl 4-(2-amino-4-chlorophenylamino)-2-methyl-1-piperidinecarboxylate and 14 parts of urea is stirred and heated in an oil-bath at 160° C. for 4 hours. After cooling, the reaction mixture is disslved in methylbenzene. The solution is washed successively three times with water, twice with a diluted hydrochloric acid solution and again three times with water, dried, filtered and evaporated. The oily residue is purified by column-chromatography over silicagel, using trich...